From a dataset of the Open Reaction Database (ORD), a public repository of structured organic reaction records. describe an organic reaction: reactants, conditions, products, and yield The reactants are CC(C)(C)OC(=O)Nc1ccc(CCOc2ccc(C=C3SC(=O)NC3=O)cc2)cc1, CCOC(C)=O, [H][H]. The product is CC(C)(C)OC(=O)Nc1ccc(CCOc2ccc(CC3SC(=O)NC3=O)cc2)cc1. RXN SMILES: [C:1]([CH3:2])([CH3:3])([CH3:4])[O:5][C:6](=[O:7])[NH:8][c:9]1[cH:10][cH:11][c:12]([CH2:15][CH2:16][O:17][c:18]2[cH:19][cH:20][c:21]([CH:22]=[C:23]3[C:24](=[O:29])[NH:25][C:26](=[O:28])[S:27]3)[cH:30][cH:31]2)[cH:13][cH:14]1.[CH3:34][CH2:35][O:36][C:37](=[O:38])[CH3:39].[H:32][H:33]>>[C:1]([CH3:2])([CH3:3])([CH3:4])[O:5][C:6](=[O:7])[NH:8][c:9]1[cH:10][cH:11][c:12]([CH2:15][CH2:16][O:17][c:18]2[cH:19][cH:20][c:21]([CH2:22][CH:23]3[C:24](=[O:29])[NH:25][C:26](=[O:28])[S:27]3)[cH:30][cH:31]2)[cH:13][cH:14]1. The reactants are amine, N1(CCCCC1)C1=CC=C(O1)C=O (5-piperidin-1-yl-furan-2-carbaldehyde), N1(CCCCC1)C1=CC=C(O1)C=O (5-piperidin-1-yl-furan-2-carbaldehyde), N1CCCCC1 (piperidine), BrC1=CC=C(O1)C=O (5-bromo-2-furaldehyde), COC=1C=C(CC#N)C=CC1OC (3,4-dimethoxybenzyl cyanide). Yields the product COC=1C=C(C=CC1OC)/C(/C#N)=C/C=1OC(=CC1)N1CCCCC1 ((Z)-2-(3,4-dimethoxy-phenyl)-3-(5-piperidin-1-yl-furan-2-yl)-acrylonitrile). Yield: 29.6%. As a reaction SMILES: N1CCCCC1.BrC1OC(C=O)=CC=1.[N:15]1([C:21]2[O:25][C:24]([CH:26]=O)=[CH:23][CH:22]=2)[CH2:20][CH2:19][CH2:18][CH2:17][CH2:16]1.[CH3:28][O:29][C:30]1[CH:31]=[C:32]([CH:36]=[CH:37][C:38]=1[O:39][CH3:40])[CH2:33][C:34]#[N:35]>>[CH3:28][O:29][C:30]1[CH:31]=[C:32](/[C:33](=[CH:26]/[C:24]2[O:25][C:21]([N:15]3[CH2:16][CH2:17][CH2:18][CH2:19][CH2:20]3)=[CH:22][CH:23]=2)/[C:34]#[N:35])[CH:36]=[CH:37][C:38]=1[O:39][CH3:40]. Procedure details: Through the procedure as employed in Production step 1, an amine moiety derived from piperidine (1.28 g) was introduced into 5-bromo-2-furaldehyde (875 mg), to thereby yield 5-piperidin-1-yl-furan-2-carbaldehyde (yield: 650 mg, 73%). The produced 5-piperidin-1-yl-furan-2-carbaldehyde (179 mg) was condensed with 3,4-dimethoxybenzyl cyanide (177 mg) through Method A (production step 2), to thereby yield the target product (yield: 100 mg, 30%). The reactants are COc2ccc1ccccc1c2 (substrate), c1c(OC)cc([Mg]Br)cc1(OC) (effective_coupling_partner). Reagents/catalysts: ItBu. Conditions: temperature 60 celsius, time 24 hour. Yields the product FC(F)(F)c3ccc(c2ccc1ccccc1c2)cc3.